Dataset: the Open Reaction Database (ORD), a public repository of structured organic reaction records. Task: describe an organic reaction: reactants, conditions, products, and yield Run at temperature 60 celsius, time 3 hour. As a reaction SMILES: [CH3:1][O:2][N:3]=[CH:4]/[C:5](/[CH3:16])=[CH:6]/[C@@H:7]1[C@@H:9]([C:10]([O:12]C)=[O:11])[C:8]1([CH3:15])[CH3:14].[OH-].[Na+].CO>O>[CH3:1][O:2][N:3]=[CH:4]/[C:5](/[CH3:16])=[CH:6]/[C@@H:7]1[C@@H:9]([C:10]([OH:12])=[O:11])[C:8]1([CH3:15])[CH3:14] |f:1.2|. The yield is 59.9%. Run in O (water). Yields the product CON=C/C(=C/[C@H]1C([C@@H]1C(=O)O)(C)C)/C ((1R)-trans-3-[(E)-3-methoxyimino-2-methyl-1-propenyl]-2,2-dimethylcyclopropanecarboxylic acid). Reported procedure: Under nitrogen atmosphere, a mixture of 0.57 g of methyl (1R)-trans-3-[(E)-3-methoxyimino-2-methyl-1-propenyl]-2,2-dimethylcyclopropanecarboxylate, 7.5 ml of 1 mol/L sodium hydroxide aqueous solution and 7.5 ml of methanol was stirred at 60° C. for 3 hours. Then, water was added to the reaction mixture, and the mixture was washed with diethyl ether. 1 mol/L hydrochloric acid was added to the resultant aqueous layer to make the layer acidic, and extraction with diethyl ether was performed, then, ... The reactants are CON=C/C(=C/[C@H]1C([C@@H]1C(=O)OC)(C)C)/C (methyl (1R)-trans-3-[(E)-3-methoxyimino-2-methyl-1-propenyl]-2,2-dimethylcyclopropanecarboxylate), [OH-].[Na+] (sodium hydroxide), CO (methanol). Reactants: [OH-].[Na+] (NaOH), C(C)OC(COC1=C(C=C(C=C1)SC1=C(C=C(C=C1)COC1=CC=C(C=C1)C(F)(F)F)Cl)C)=O (4-[[2-Chloro-4-[(4-trifluoromethylphenoxy)methyl]phenyl]sulfanyl]-2-methylphenoxy-acetic acid ethyl ester), Cl (HCl). Run in CCO (EtOH). Run at time 30 minute. Yields the product ClC1=C(C=CC(=C1)COC1=CC=C(C=C1)C(F)(F)F)SC1=CC(=C(OCC(=O)O)C=C1)C (4-[[2-Chloro-4-[(4-trifluoromethylphenoxy)methyl]phenyl]sulfanyl]-2-methylphenoxy-acetic acid). Yield: 75.9%. Reaction SMILES: C([O:3][C:4](=[O:34])[CH2:5][O:6][C:7]1[CH:12]=[CH:11][C:10]([S:13][C:14]2[CH:19]=[CH:18][C:17]([CH2:20][O:21][C:22]3[CH:27]=[CH:26][C:25]([C:28]([F:31])([F:30])[F:29])=[CH:24][CH:23]=3)=[CH:16][C:15]=2[Cl:32])=[CH:9][C:8]=1[CH3:33])C.[OH-].[Na+].Cl>CCO>[Cl:32][C:15]1[CH:16]=[C:17]([CH2:20][O:21][C:22]2[CH:27]=[CH:26][C:25]([C:28]([F:30])([F:29])[F:31])=[CH:24][CH:23]=2)[CH:18]=[CH:19][C:14]=1[S:13][C:10]1[CH:11]=[CH:12][C:7]([O:6][CH2:5][C:4]([OH:34])=[O:3])=[C:8]([CH3:33])[CH:9]=1 |f:1.2|. Reported procedure: A 1 L round-bottomed flask was charged with compound 10.6 (43.4 g, 84.9 mmol) and EtOH (386 mL). Next, 4 N NaOH (42 mL, 168 mmol) was added dropwise, and the reaction was stirred at room temperature for 30 min. The reaction was then neutralized using 343 mL of 0.5 N HCl, deposited crystals were collected, washed with 2×100 mL of water, and dried in vacuo. Recrystallization from 508 mL of AcOEt/hexanes ({fraction (2/8)}) furnished the title compound 10 (31.1 g) as white crystals. MS APSI m/e: 481... Starting materials: C(C1=CC=CC=C1)OC1=CC(=C(C=O)C=C1)C (4-benzyloxy-2-methylbenzaldehyde), C(C)(=O)O.C(C)N=[N+]=[N-] (ethyl azide acetate), [O-]CC.[Na+] (sodium ethoxide). The solvent is C(C)O (ethanol). Product: C(C1=CC=CC=C1)OC1=CC(=C(C=C1)C=C(C(=O)OCC)N=[N+]=[N-])C (Ethyl 3-(4-benzyloxy-2-methylphenyl)-2-azidopropenoate). Reaction SMILES: [CH2:1]([O:8][C:9]1[CH:16]=[CH:15][C:12]([CH:13]=O)=[C:11]([CH3:17])[CH:10]=1)[C:2]1[CH:7]=[CH:6][CH:5]=[CH:4][CH:3]=1.[C:18]([OH:21])(=[O:20])[CH3:19].C([N:24]=[N+:25]=[N-:26])C.[O-][CH2:28][CH3:29].[Na+]>C(O)C>[CH2:1]([O:8][C:9]1[CH:16]=[CH:15][C:12]([CH:13]=[C:19]([N:24]=[N+:25]=[N-:26])[C:18]([O:21][CH2:28][CH3:29])=[O:20])=[C:11]([CH3:17])[CH:10]=1)[C:2]1[CH:7]=[CH:6][CH:5]=[CH:4][CH:3]=1 |f:1.2,3.4|. Procedure: The reaction was carried out in a manner similar to Reference Example 13 a) except for using 2.80 g (12.4 mmol) of 4-benzyloxy-2-methylbenzaldehyde, 6.39 g (49.5 mmol) of ethyl azide acetate, 3.37 g (49.5 mmol) of sodium ethoxide and 50 ml of ethanol. Ethyl 3-(4-benzyloxy-2-methylphenyl)-2-azidopropenoate was thus obtained in the yield of 3.24 g.